Dataset: the Open Reaction Database (ORD), a public repository of structured organic reaction records. Task: describe an organic reaction: reactants, conditions, products, and yield The reactants are FC1=CC=C(C=C1)C(CC(O)[Sn](CCCC)(CCCC)CCCC)(C)C (3-(4-fluorophenyl)-3-methyl-1-tributylstannylbutanol), II (iodine), II (iodine), C1(=CC=CC=C1)P(C1=CC=CC=C1)C1=CC=CC=C1 (triphenylphosphine), N1C=NC=C1 (imidazole), N1C=NC=C1 (imidazole). The solvent is C(C)#N (acetonitrile), C(Cl)Cl (methylene chloride), C(Cl)Cl (methylene chloride). Run at temperature 0 celsius, time 18 hour. Yields the product FC1=CC=C(C=C1)C(CC([Sn](CCCC)(CCCC)CCCC)I)(C)C (3-(4-fluorophenyl)-3-methyl-1-iodo-1-tributylstannylbutane). Isolated yield 39.8%. RXN SMILES: C1(P(C2C=CC=CC=2)C2C=CC=CC=2)C=CC=CC=1.N1C=CN=C1.[I:25]I.[F:27][C:28]1[CH:33]=[CH:32][C:31]([C:34]([CH3:52])([CH3:51])[CH2:35][CH:36]([Sn:38]([CH2:47][CH2:48][CH2:49][CH3:50])([CH2:43][CH2:44][CH2:45][CH3:46])[CH2:39][CH2:40][CH2:41][CH3:42])O)=[CH:30][CH:29]=1>C(Cl)Cl.C(#N)C>[F:27][C:28]1[CH:33]=[CH:32][C:31]([C:34]([CH3:52])([CH3:51])[CH2:35][CH:36]([I:25])[Sn:38]([CH2:47][CH2:48][CH2:49][CH3:50])([CH2:43][CH2:44][CH2:45][CH3:46])[CH2:39][CH2:40][CH2:41][CH3:42])=[CH:30][CH:29]=1. Procedure: A solution of 30.4 grams (0.116 mole) of triphenylphosphine in about 116 mL of methylene chloride is stirred, and 7.9 grams (0.116 mole) of imidazole is added. Upon completion of addition, the reaction mixture is stirred about one hour until the imidazole dissolves, then 29.4 grams (0.116 mole) iodine is added portionwise. After the iodine dissolves, the reaction mixture is cooled to 0° C., and a solution of 36.3 grams (0.077 mole) of 3-(4-fluorophenyl)-3-methyl-1-tributylstannylbutanol in about... Starting materials: CCOc1cccnc1CO, COc1cccnc1COc1nn2c(-c3ccccc3F)nncc2c1-c1ccccc1F. Product: CCOc1cccnc1COc1nn2c(-c3ccccc3F)nncc2c1-c1ccccc1F. As a reaction SMILES: [CH2:1]([CH3:2])[O:3][c:4]1[c:5]([CH2:10][OH:11])[n:6][cH:7][cH:8][cH:9]1.[F:12][c:13]1[c:14](-[c:19]2[c:20]([O:35][CH2:36][c:37]3[c:38]([O:39][CH3:40])[cH:41][cH:42][cH:43][n:44]3)[n:21][n:22]3[c:23](-[c:28]4[c:29]([F:34])[cH:30][cH:31][cH:32][cH:33]4)[n:24][n:25][cH:26][c:27]23)[cH:15][cH:16][cH:17][cH:18]1>>[CH2:1]([CH3:2])[O:3][c:4]1[c:5]([CH2:10][O:11][c:20]2[c:19](-[c:14]3[c:13]([F:12])[cH:18][cH:17][cH:16][cH:15]3)[c:27]3[n:22]([n:21]2)[c:23](-[c:28]2[c:29]([F:34])[cH:30][cH:31][cH:32][cH:33]2)[n:24][n:25][cH:26]3)[n:6][cH:7][cH:8][cH:9]1. The solvent is CCO (EtOH), O (water), CS(=O)C (dimethylsulfoxide). RXN SMILES: [CH3:1][C:2]1([CH3:38])[C:11]2[CH:10]=[C:9]([C:12](=O)[CH:13]=[CH:14][C:15]3[CH:29]=[CH:28][C:18]([C:19]([O:21]CC[Si](C)(C)C)=[O:20])=[CH:17][CH:16]=3)[CH:8]=[CH:7][C:6]=2[C:5]([C:31]2[CH:36]=[CH:35][C:34]([CH3:37])=[CH:33][CH:32]=2)=[CH:4][CH2:3]1.Cl.[NH2:40][OH:41].N1C=CC=CC=1.[F-]>CCO.CS(C)=O.O>[CH3:1][C:2]1([CH3:38])[C:11]2[CH:10]=[C:9]([C:12](=[N:40][OH:41])[CH:13]=[CH:14][C:15]3[CH:29]=[CH:28][C:18]([C:19]([OH:21])=[O:20])=[CH:17][CH:16]=3)[CH:8]=[CH:7][C:6]=2[C:5]([C:31]2[CH:36]=[CH:35][C:34]([CH3:37])=[CH:33][CH:32]=2)=[CH:4][CH2:3]1 |f:1.2|. Reaction conditions: time 0.5 hour. Isolated yield 42.0%. Starting materials: CC1(CC=C(C=2C=CC(=CC12)C(C=CC1=CC=C(C(=O)OCC[Si](C)(C)C)C=C1)=O)C1=CC=C(C=C1)C)C (2-trimethylsilanyl-ethyl 4-[3-(8,8-dimethyl-5-p-tolyl-7,8-dihydro-naphthalen-2-yl)-3-oxo-propenyl]-benzoate), CC1(CC=C(C=2C=CC(=CC12)C(C=CC1=CC=C(C(=O)OCC[Si](C)(C)C)C=C1)=O)C1=CC=C(C=C1)C)C (2-trimethylsilanyl-ethyl 4-[3-(8,8-dimethyl-5-p-tolyl-7,8-dihydro-naphthalen-2-yl)-3-oxo-propenyl]-benzoate), Cl.NO (hydroxylamine hydrochloride), N1=CC=CC=C1 (pyridine), crude product, [F-] (fluoride). The product is CC1(CC=C(C=2C=CC(=CC12)C(C=CC1=CC=C(C(=O)O)C=C1)=NO)C1=CC=C(C=C1)C)C (4-[3-(8,8-Dimethyl-5-p-tolyl-7,8-dihydro-naphthalen-2-yl)-3-hydroximino-propenyl]-benzoic Acid). Procedure: To a solution of 2-trimethylsilanyl-ethyl 4-[3-(8,8-dimethyl-5-p-tolyl-7,8-dihydro-naphthalen-2-yl)-3-oxo-propenyl]-benzoate (Compound 6, 240 mg, 0.46 mmol) in 5 mL of EtOH was added hydroxylamine hydrochloride (64 mg, 0.92 mmol) and pyridine (77 mg, 0.97 mmol). The reaction mixture was then heated at reflux for 6 h. After cooling to room temperature, the solvent was removed in vacuo and the residue was taken up in water. The aqueous layer was adjusted to pH=4–5 with 1 N HCl and extracted with e... Starting materials: CC(C)(C)OC(=O)NC(CC1CCCCC1)C(=O)Nc1nccs1, O=C(O)C(F)(F)F. Yields the product NC(CC1CCCCC1)C(=O)Nc1nccs1. RXN SMILES: [C:1]([O:2][C:3](=[O:4])[NH:7][CH:8]([CH2:9][CH:10]1[CH2:11][CH2:12][CH2:13][CH2:14][CH2:15]1)[C:16]([NH:17][c:18]1[s:19][cH:20][cH:21][n:22]1)=[O:23])([CH3:5])([CH3:6])[CH3:24].[F:25][C:26]([F:27])([F:28])[C:29]([OH:30])=[O:31]>>[NH2:7][CH:8]([CH2:9][CH:10]1[CH2:11][CH2:12][CH2:13][CH2:14][CH2:15]1)[C:16]([NH:17][c:18]1[s:19][cH:20][cH:21][n:22]1)=[O:23]. Starting materials: CO, [K+], COC(=O)C(C)c1ccc2c(c1)C(=O)Cc1cc(N)ccc1S2, [OH-], O. Product: CC(C(=O)O)c1ccc2c(c1)C(=O)Cc1cc(N)ccc1S2. RXN SMILES: [CH3:24][OH:25].[K+:27].[NH2:1][c:2]1[cH:3][cH:4][c:5]2[c:6]([cH:23]1)[CH2:7][C:8](=[O:22])[c:9]1[c:10]([cH:12][cH:13][c:14]([CH:16]([C:17](=[O:18])[O:19][CH3:20])[CH3:21])[cH:15]1)[S:11]2.[OH-:26].[OH2:28]>>[NH2:1][c:2]1[cH:3][cH:4][c:5]2[c:6]([cH:23]1)[CH2:7][C:8](=[O:22])[c:9]1[c:10]([cH:12][cH:13][c:14]([CH:16]([C:17](=[O:18])[OH:19])[CH3:21])[cH:15]1)[S:11]2. Starting materials: FC=1C=C(OCC#N)C=C(C1C=O)F (2-(3,5-difluoro-4-formylphenoxy)acetonitrile), [BH4-].[Na+] (NaBH4). Solvent: CCO (EtOH). Reaction conditions: time 1 hour. Yields the product FC=1C=C(OCC#N)C=C(C1CO)F (2-(3,5-difluoro-4-(hydroxymethyl)phenoxy)acetonitrile). The yield is 49.3%. Reaction SMILES: [F:1][C:2]1[CH:3]=[C:4]([CH:9]=[C:10]([F:14])[C:11]=1[CH:12]=[O:13])[O:5][CH2:6][C:7]#[N:8].[BH4-].[Na+]>CCO>[F:1][C:2]1[CH:3]=[C:4]([CH:9]=[C:10]([F:14])[C:11]=1[CH2:12][OH:13])[O:5][CH2:6][C:7]#[N:8] |f:1.2|. Reported procedure: A mixture of 2-(3,5-difluoro-4-formylphenoxy)acetonitrile (531 mg, 2.69 mmol) and NaBH4 (123 mg, 3.20 mmol) in EtOH (7 mL) was stirred 1 h, processed as described previously, and purified by flash chromatography (80% EtOAc/Hex) to afford the title compound (264 mg, 49%). GCMS (EI) m/z 199.0 (M+). Procedure: A solution of 2-allyl-4-cyanophenol (5.5 g), hydroxylamine hydrochloride (8.5 g) and sodium carbonate (6.1 g) in aqueous ethanol was heated at reflux for 3 hours. The solution was cooled to ambient temperature and the ethanol was removed by evaporation. The solid was collected by filtration, dissolved in ethanol and the solution was filtered. The filtrate was evaporated and the residual solid was triturated with hexane to give 3-allyl-4-hydroxybenzamidoxime as a solid (5.5 g), m.p. 144° C. Yield: 82.8%. As a reaction SMILES: [CH2:1]([C:4]1[CH:9]=[C:8]([C:10]#[N:11])[CH:7]=[CH:6][C:5]=1[OH:12])[CH:2]=[CH2:3].Cl.[NH2:14][OH:15].C(=O)([O-])[O-].[Na+].[Na+]>C(O)C>[CH2:1]([C:4]1[CH:9]=[C:8]([CH:7]=[CH:6][C:5]=1[OH:12])[C:10](=[N:14][OH:15])[NH2:11])[CH:2]=[CH2:3] |f:1.2,3.4.5|. Run in C(C)O (ethanol). Yields the product C(C=C)C=1C=C(C(N)=NO)C=CC1O (3-allyl-4-hydroxybenzamidoxime). Reactants: C(C=C)C1=C(C=CC(=C1)C#N)O (2-allyl-4-cyanophenol), Cl.NO (hydroxylamine hydrochloride), C([O-])([O-])=O.[Na+].[Na+] (sodium carbonate).